From a dataset of the Open Reaction Database (ORD), a public repository of structured organic reaction records. describe an organic reaction: reactants, conditions, products, and yield Starting materials: Cl (HCl), COC(C1=C(C=CC(=C1)F)Br)=O (2-bromo-5-fluoro-benzoic acid methyl ester), [BH4-].[Na+] (NaBH4), [Li+].[Cl-] (LiCl). Solvent: C1CCOC1.CCO (THF EtOH). Run at time 8 hour. Yields the product BrC1=C(C=C(C=C1)F)CO ((2-bromo-5-fluoro-phenyl)methanol). Reaction SMILES: C[O:2][C:3](=O)[C:4]1[CH:9]=[C:8]([F:10])[CH:7]=[CH:6][C:5]=1[Br:11].[BH4-].[Na+].[Li+].[Cl-].Cl>C1COCC1.CCO>[Br:11][C:5]1[CH:6]=[CH:7][C:8]([F:10])=[CH:9][C:4]=1[CH2:3][OH:2] |f:1.2,3.4,6.7|. Procedure: The mixture of 2-bromo-5-fluoro-benzoic acid methyl ester (1 g, 4.292 mmol), NaBH4 (0.423 g, 11.159 mmol) and LiCl (0.474 g, 11.159 mmol) in THF/EtOH (20 ml/10 ml) was stirred at room temperature overnight. Aqueous HCl (10 ml, 2N) was added and stirred for about 10 min. Then the organic solvent was removed under low vacuum. The residue was diluted with water and extracted by ethyl acetate. The organic layer was washed with aqueous NaHCO3 (10%), water and brine, and then dried (MgSO4) and concent... As a reaction SMILES: C([O:3][C:4](=[O:15])[CH2:5][S:6][C:7]1[N:12]=[C:11]([Cl:13])[CH:10]=[C:9](Cl)[N:8]=1)C.[CH3:16][C:17]1[C:23]([CH3:24])=[CH:22][CH:21]=[CH:20][C:18]=1[NH2:19].C(=O)([O-])[O-].[Na+].[Na+].Cl>C(O)C>[Cl:13][C:11]1[CH:10]=[C:9]([NH:19][C:18]2[CH:20]=[CH:21][CH:22]=[C:23]([CH3:24])[C:17]=2[CH3:16])[N:8]=[C:7]([S:6][CH2:5][C:4]([OH:3])=[O:15])[N:12]=1 |f:2.3.4|. Solvent: C(C)O (ethanol). Procedure: A mixture of 21.4 g of (4,6-dichloro-2-pyrimidinylthio) acetic acid ethyl ester, 9.7 g of 2,3-dimethylaniline, 8.5 g of anhydrous sodium carbonate in 200 ml. of ethanol was heated under reflux with stirring for 4 hr. The mixture was filtered and water was added to the filtrate until precipitation occurred. This material was removed by filtration and amounted to 7.0 g. This material was treated with boiling 30% sodium hydroxide solution (30 ml.) and sufficient ethanol to obtain a clear solution. ... The product is ClC1=NC(=NC(=C1)NC1=C(C(=CC=C1)C)C)SCC(=O)O ([4-Chloro-6-(2,3-xylidino)-2-pyrimidinylthio]acetic acid). Conditions: time 4 hour. Reactants: C(C)OC(CSC1=NC(=CC(=N1)Cl)Cl)=O ((4,6-dichloro-2-pyrimidinylthio) acetic acid ethyl ester), CC1=C(N)C=CC=C1C (2,3-dimethylaniline), C([O-])([O-])=O.[Na+].[Na+] (sodium carbonate), Cl (hydrochloric acid).